Dataset: the Open Reaction Database (ORD), a public repository of structured organic reaction records. Task: describe an organic reaction: reactants, conditions, products, and yield The reactants are [OH-].[Na+] (sodium hydroxide), OC1=C(C=C(C=C1C1=CC=CC=C1)C(C)(C)CC(C)(C)C)N=NC1=C(C=C(C=C1)C1=CC=CC=C1)[N+](=O)[O-] (2-hydroxy-2′nitro-3,4′-diphenyl-5-tert-octylazobenzene), sulfinic acid, OC1=C(C=C(C=C1C1=CC=CC=C1)C(C)(C)CC(C)(C)C)N=NC1=C(C=C(C=C1)C1=CC=CC=C1)[N+](=O)[O-] (2-Hydroxy-2′nitro-3,4′-diphenyl-5-tert-octylazobenzene). Run in O (water), O (water). The product is C1(=CC=CC=C1)C1=CC=2C(=NN(N2)C2=C(C(=CC(=C2)C(C)(C)CC(C)(C)C)C2=CC=CC=C2)O)C=C1 (5-Phenyl-2-(2-hydroxy-3-phenyl-5-tert-octylphenyl)-2H-benzotriazole). RXN SMILES: [OH-].[Na+].[OH:3][C:4]1[C:9]([C:10]2[CH:15]=[CH:14][CH:13]=[CH:12][CH:11]=2)=[CH:8][C:7]([C:16]([CH2:19][C:20]([CH3:23])([CH3:22])[CH3:21])([CH3:18])[CH3:17])=[CH:6][C:5]=1[N:24]=[N:25][C:26]1[CH:31]=[CH:30][C:29]([C:32]2[CH:37]=[CH:36][CH:35]=[CH:34][CH:33]=2)=[CH:28][C:27]=1[N+:38]([O-])=O>O>[C:32]1([C:29]2[CH:30]=[CH:31][C:26]3=[N:25][N:24]([C:5]4[CH:6]=[C:7]([C:16]([CH2:19][C:20]([CH3:23])([CH3:22])[CH3:21])([CH3:18])[CH3:17])[CH:8]=[C:9]([C:10]5[CH:15]=[CH:14][CH:13]=[CH:12][CH:11]=5)[C:4]=4[OH:3])[N:38]=[C:27]3[CH:28]=2)[CH:37]=[CH:36][CH:35]=[CH:34][CH:33]=1 |f:0.1|. Procedure details: To a solution of sodium hydroxide (6 g, 0.15 mol) in 8 mL of water is added 2-hydroxy-2′nitro-3,4′-diphenyl-5-tert-octylazobenzene (6.56 g), prepared in (D) above. The reaction mixture is heated to reflux and then formadine sulfinic acid (10.8 g, 0.1 mol) is added portionwise over 20 minutes. The reaction mixture is heated at reflux for 1.5 hours. To the cooled reaction mixture is added 200 mL of water and the ethanol is removed under vacuum. The reaction mixture is adjusted to pH 4 with hydroch... Reactants: N1[C@H](CCC1)CN1C2=C(OCC3=C1C=CC=C3)C=CC=C2 ((R)-5,11-dihydro-5-(2-pyrrolidinylmethyl)dibenzo[b,e][1,4]oxazepine), S(=O)(=O)(OCCC1=CC=C(C=C1)N(C)C)C1=CC=C(C)C=C1 (2-(4-dimethylaminophenyl)ethyl tosylate), C([O-])([O-])=O.[Na+].[Na+] (sodium carbonate), [I-].[Na+] (sodium iodide). The solvent is C(C)#N (acetonitrile). Conditions: temperature 90 celsius. Product: CN(C1=CC=C(C=C1)CCN1[C@H](CCC1)CN1C2=C(OCC3=C1C=CC=C3)C=CC=C2)C ((R)-5,11-Dihydro-5-[1-[2-(4-dimethylaminophenyl)ethyl]-2-pyrrolidinylmethyl]dibenzo [b,e][1,4]oxazepine), oil. Isolated yield 37.0%. Reaction SMILES: [NH:1]1[CH2:5][CH2:4][CH2:3][C@@H:2]1[CH2:6][N:7]1[C:13]2[CH:14]=[CH:15][CH:16]=[CH:17][C:12]=2[CH2:11][O:10][C:9]2[CH:18]=[CH:19][CH:20]=[CH:21][C:8]1=2.S(C1C=CC(C)=CC=1)(O[CH2:26][CH2:27][C:28]1[CH:33]=[CH:32][C:31]([N:34]([CH3:36])[CH3:35])=[CH:30][CH:29]=1)(=O)=O.C(=O)([O-])[O-].[Na+].[Na+].[I-].[Na+]>C(#N)C>[CH3:35][N:34]([CH3:36])[C:31]1[CH:32]=[CH:33][C:28]([CH2:27][CH2:26][N:1]2[CH2:5][CH2:4][CH2:3][C@@H:2]2[CH2:6][N:7]2[C:13]3[CH:14]=[CH:15][CH:16]=[CH:17][C:12]=3[CH2:11][O:10][C:9]3[CH:18]=[CH:19][CH:20]=[CH:21][C:8]2=3)=[CH:29][CH:30]=1 |f:2.3.4,5.6|. Procedure details: (R)-5,11-dihydro-5-(2-pyrrolidinylmethyl)dibenzo[b,e][1,4]oxazepine (Preparation Example 1) (420 mg, 1.5 mmol), 2-(4-dimethylaminophenyl)ethyl tosylate (640 mg, 2 mmol), sodium carbonate (210 mg, 2 mmol) and sodium iodide (30 mg, 0.2 mmol) were added to acetonitrile (20 ml), and the mixture was heated under reflux at 90° C. for 14 hours. The solvent was evaporated under reduced pressure, and the residue was partitioned in ethyl acetate and water. The organic layer was washed with water and then ... Starting materials: CCC(Br)c1ccccc1, O=C([O-])O, CC1CCC(C(C)C)C(OC(=O)C2Cc3cc4c(cc3CN2)OC(c2ccc(OCc3ccc(Cl)c(Cl)c3)cc2)C(=O)N4C)C1, [Na+], [Na+], [Na+], O=C([O-])[O-], CN(C)C=O. The product is CCC(c1ccccc1)N1Cc2cc3c(cc2CC1C(=O)OC1CC(C)CCC1C(C)C)N(C)C(=O)C(c1ccc(OCc2ccc(Cl)c(Cl)c2)cc1)O3. As a reaction SMILES: [Br:51][CH:52]([CH2:53][CH3:54])[c:55]1[cH:56][cH:57][cH:58][cH:59][cH:60]1.[C:46](=[O:47])([OH:48])[O-:49].[CH:1]([CH3:2])([CH3:3])[CH:4]1[CH:5]([O:11][C:12](=[O:13])[CH:14]2[NH:15][CH2:16][c:17]3[cH:18][c:19]4[c:24]([cH:25][c:26]3[CH2:27]2)[N:23]([CH3:28])[C:22](=[O:29])[CH:21]([c:30]2[cH:31][cH:32][c:33]([O:36][CH2:37][c:38]3[cH:39][c:40]([Cl:45])[c:41]([Cl:44])[cH:42][cH:43]3)[cH:34][cH:35]2)[O:20]4)[CH2:6][CH:7]([CH3:10])[CH2:8][CH2:9]1.[Na+:50].[Na+:61].[Na+:62].[O-:63][C:64](=[O:65])[O-:66].[O:67]=[CH:68][N:69]([CH3:70])[CH3:71]>>[CH:1]([CH3:2])([CH3:3])[CH:4]1[CH:5]([O:11][C:12](=[O:13])[CH:14]2[N:15]([CH:52]([CH2:53][CH3:54])[c:55]3[cH:56][cH:57][cH:58][cH:59][cH:60]3)[CH2:16][c:17]3[cH:18][c:19]4[c:24]([cH:25][c:26]3[CH2:27]2)[N:23]([CH3:28])[C:22](=[O:29])[CH:21]([c:30]2[cH:31][cH:32][c:33]([O:36][CH2:37][c:38]3[cH:39][c:40]([Cl:45])[c:41]([Cl:44])[cH:42][cH:43]3)[cH:34][cH:35]2)[O:20]4)[CH2:6][CH:7]([CH3:10])[CH2:8][CH2:9]1.